Dataset: the Open Reaction Database (ORD), a public repository of structured organic reaction records. Task: describe an organic reaction: reactants, conditions, products, and yield The product is Cc1ncc(Br)cc1[N+](=O)[O-]. Reaction SMILES: [CH2:1]([O:2][C:3](=[O:4])[CH:5]([C:6]([O:7][CH2:8][CH3:9])=[O:10])[c:11]1[n:12][cH:13][c:14]([Br:20])[cH:15][c:16]1[N+:17](=[O:18])[O-:19])[CH3:21].[ClH:22].[OH2:23]>>[CH3:5][c:11]1[n:12][cH:13][c:14]([Br:20])[cH:15][c:16]1[N+:17](=[O:18])[O-:19]. Starting materials: CCOC(=O)C(C(=O)OCC)c1ncc(Br)cc1[N+](=O)[O-], Cl, O. Reaction SMILES: Cl[CH2:2][C:3]([N:5]1[CH2:10][CH2:9][CH:8]([N:11]2[C:15](=[O:16])[C:14]([CH3:18])([CH3:17])[C:13]([C:19]3[CH:24]=[CH:23][C:22]([O:25][CH:26]([F:28])[F:27])=[C:21]([O:29][CH2:30][CH:31]4[CH2:33][CH2:32]4)[CH:20]=3)=[N:12]2)[CH2:7][CH2:6]1)=[O:4].[C:34]1(=[O:40])[NH:38][C:37](=[O:39])[CH2:36][CH2:35]1>>[CH:31]1([CH2:30][O:29][C:21]2[CH:20]=[C:19]([C:13]3[C:14]([CH3:17])([CH3:18])[C:15](=[O:16])[N:11]([CH:8]4[CH2:9][CH2:10][N:5]([C:3](=[O:4])[CH2:2][N:38]5[C:34](=[O:40])[CH2:35][CH2:36][C:37]5=[O:39])[CH2:6][CH2:7]4)[N:12]=3)[CH:24]=[CH:23][C:22]=2[O:25][CH:26]([F:27])[F:28])[CH2:32][CH2:33]1. Reactants: ClCC(=O)N1CCC(CC1)N1N=C(C(C1=O)(C)C)C1=CC(=C(C=C1)OC(F)F)OCC1CC1 (2-[1-(chloroacetyl)piperidin-4-yl]-5-[3-(cyclopropylmethoxy)-4-(difluoromethoxy)phenyl]-4,4-dimethyl-2,4-dihydro-3H-pyrazol-3-one), ClCC(=O)N1CCC(CC1)N1N=C(C(C1=O)(C)C)C1=CC(=C(C=C1)OC(F)F)OCC1CC1 (2-[1-(chloroacetyl)piperidin-4-yl]-5-[3-(cyclopropylmethoxy)-4-(difluoromethoxy)phenyl]-4,4-dimethyl-2,4-dihydro-3H-pyrazol-3-one), C1(CCC(N1)=O)=O (succinimide). Procedure details: Prepared analogously as described for example 1 using 2-[1-(chloroacetyl)piperidin-4-yl]-5-[3-(cyclopropylmethoxy)-4-(difluoromethoxy)phenyl]-4,4-dimethyl-2,4-dihydro-3H-pyrazol-3-one (compound A3) and succinimide as starting compounds. Yields the product C1(CC1)COC=1C=C(C=CC1OC(F)F)C1=NN(C(C1(C)C)=O)C1CCN(CC1)C(CN1C(CCC1=O)=O)=O (1-[2-(4-{3-[3-(cyclopropylmethoxy)-4-(difluoromethoxy)phenyl]-4,4-dimethyl-5-oxo-4,5-dihydro-1H-pyrazol-1-yl}piperidin-1-yl)-2-oxoethyl]pyrrolidine-2,5-dione). The reactants are CC(C)(C)OC(=O)N(CCCCO)Cc1ccccc1, O=C(c1ncc[nH]1)c1ncc[nH]1, CC#N, CCOCC, CI. Product: CC(C)(C)OC(=O)N(CCCCI)Cc1ccccc1. RXN SMILES: [C:1]([CH3:2])([CH3:3])([CH3:4])[O:5][C:6]([N:7]([CH2:8][CH2:9][CH2:10][CH2:11][OH:12])[CH2:13][c:14]1[cH:15][cH:16][cH:17][cH:18][cH:19]1)=[O:20].[C:21]([c:22]1[nH:23][cH:24][cH:25][n:26]1)([c:27]1[nH:28][cH:29][cH:30][n:31]1)=[O:32].[CH3:35][C:36]#[N:37].[CH3:38][CH2:39][O:40][CH2:41][CH3:42].[I:33][CH3:34]>>[C:1]([CH3:2])([CH3:3])([CH3:4])[O:5][C:6]([N:7]([CH2:8][CH2:9][CH2:10][CH2:11][I:33])[CH2:13][c:14]1[cH:15][cH:16][cH:17][cH:18][cH:19]1)=[O:20].